Dataset: the Open Reaction Database (ORD), a public repository of structured organic reaction records. Task: describe an organic reaction: reactants, conditions, products, and yield Starting materials: C(C)(C)(C)OC(=O)N[C@H](C(=O)N1[C@H](C(=O)O)CCC1)CC (1-(N-(tert-butoxycarbonyl)-2(S)-amino-butyryl)-L-proline), C(CC)N (n-propylamine), ClC(=O)OCC(C)C (isobutyl chloroformate), C(C)N1CCOCC1 (ethylmorpholine). Run in O1CCCC1 (tetrahydrofuran), C(C)(=O)OCC (ethyl acetate). Run at temperature -10 celsius, time 20 minute. The product is C(CC)NC([C@H]1N(CCC1)C([C@H](CC)NC(=O)OC(C)(C)C)=O)=O (1-(N-(tert-butoxycarbonyl)-2(S)-aminobutyryl)-L-proline n-propylamide). RXN SMILES: [C:1]([O:5][C:6]([NH:8][C@@H:9]([CH2:20][CH3:21])[C:10]([N:12]1[CH2:19][CH2:18][CH2:17][C@H:13]1[C:14]([OH:16])=O)=[O:11])=[O:7])([CH3:4])([CH3:3])[CH3:2].ClC(OCC(C)C)=O.C(N1CCOCC1)C.[CH2:38]([NH2:41])[CH2:39][CH3:40]>O1CCCC1.C(OCC)(=O)C>[CH2:38]([NH:41][C:14](=[O:16])[C@@H:13]1[CH2:17][CH2:18][CH2:19][N:12]1[C:10](=[O:11])[C@@H:9]([NH:8][C:6]([O:5][C:1]([CH3:2])([CH3:3])[CH3:4])=[O:7])[CH2:20][CH3:21])[CH2:39][CH3:40]. Reported procedure: 2 g of 1-(N-(tert-butoxycarbonyl)-2(S)-amino-butyryl)-L-proline (6.6 mmol) prepared as in Example 2 c) are dissolved in tetrahydrofuran (40 ml). 0.86 ml of isobutyl chloroformate (6.6 mmol) and 0.85 ml of N.-ethylmorpholine (6.6 mmol) are then added to this solution, at −10° C. and under nitrogen. After stirring at −10° C. for 20 minutes, 2.75 ml of n-propylamine (33.0 mmol) are added. The mixture is left stirring at 0° C. for one hour and then at room temperature overnight. The solvent is evapo... Reactants: C1(=CC=CC=C1)C (toluene), C(#N)C1=C(C=C(C=C1)NC(=O)C=CC(=O)O)C(F)(F)F (3-(4-Cyano-3-trifluoromethylphenylcarbamoyl)acrylic Acid), Cl (HCl), C1(=CC=CC=C1)C (toluene), C[Si](N[Si](C)(C)C)(C)C (Hexamethyldisilazane). The reagents and catalysts are [Br-].[Zn+2].[Br-] (zinc bromide). Solvent: CCCCCCC (heptane), CCOC(=O)C (EtOAc). Reaction conditions: temperature 60 celsius, time 20 minute. Product: O=C1N(C(C=C1)=O)C1=CC(=C(C#N)C=C1)C(F)(F)F (4-(2,5-Dioxo-2,5-dihydro-pyrrol-1-yl)-2-trifluoromethyl-benzonitrile). Yield: 86.3%. As a reaction SMILES: [C:1]([C:3]1[CH:8]=[CH:7][C:6]([NH:9][C:10]([CH:12]=[CH:13][C:14]([OH:16])=O)=[O:11])=[CH:5][C:4]=1[C:17]([F:20])([F:19])[F:18])#[N:2].C1(C)C=CC=CC=1.C[Si](C)(C)N[Si](C)(C)C.Cl>CCOC(C)=O.[Br-].[Zn+2].[Br-].CCCCCCC>[O:16]=[C:14]1[CH:13]=[CH:12][C:10](=[O:11])[N:9]1[C:6]1[CH:7]=[CH:8][C:3]([C:1]#[N:2])=[C:4]([C:17]([F:20])([F:19])[F:18])[CH:5]=1 |f:5.6.7|. Procedure details: Compound 516A (17.42 mmoles, 5.000 g) was added to the reaction flask followed by the addition of zinc bromide (17.58 mmoles, 3.960 g) and then toluene (50.00 mL, 43.25 g) was added to the mixture. The resulting suspension was stirred for 20 min. Hexamethyldisilazane (26.35 mmoles, 5.560 mL, 4.253 g) was added to this suspension which was then heated to 60° C. for 4.5 h. The reaction mixture was diluted with EtOAc (25 mL) and then poured into a 1N HCl solution (30 mL) at 25° C. The organic phase... The reactants are C(C)OC(CCCN(CC1=CC=CC=C1)CC1=CC=CC=C1)=O (4-dibenzylamino-butyric acid ethyl ester), Cl (HCl). The solvent is C1CCOC1 (THF). Run at time 48 hour. Product: C(C1=CC=CC=C1)N(CCCC(=O)O)CC1=CC=CC=C1 (4-dibenzylamino-butyric acid). As a reaction SMILES: C([O:3][C:4](=[O:23])[CH2:5][CH2:6][CH2:7][N:8]([CH2:16][C:17]1[CH:22]=[CH:21][CH:20]=[CH:19][CH:18]=1)[CH2:9][C:10]1[CH:15]=[CH:14][CH:13]=[CH:12][CH:11]=1)C.Cl>C1COCC1>[CH2:16]([N:8]([CH2:9][C:10]1[CH:11]=[CH:12][CH:13]=[CH:14][CH:15]=1)[CH2:7][CH2:6][CH2:5][C:4]([OH:23])=[O:3])[C:17]1[CH:18]=[CH:19][CH:20]=[CH:21][CH:22]=1. Procedure: To a solution of 500 mg (1.6 mmol, 1 equiv.) of 4-dibenzylamino-butyric acid ethyl ester in 1 ml of THF was added 4 ml of HCl 2N and the resulting mixture was stirred for 48 hours. After decantation and separation, the aqueous layer was extracted twice by ethyl acetate. The pH was fixed to 5 using solid sodium carbonate and the aqueous layer was extracted by dichloromethane. The dichloromethane layer was dried over sodium sulphate, evaporated and used without further purification.